This data is from the Open Reaction Database (ORD), a public repository of structured organic reaction records. The task is: describe an organic reaction: reactants, conditions, products, and yield The reactants are C1(=CC=CC=C1)P(C1=CC=CC=C1)C1=CC=CC=C1 (triphenylphosphine), N(=NC(=O)OC(C)C)C(=O)OC(C)C (Diisopropyl azodicarboxylate), N1=CC(=CC=C1)CO (pyridine-3-methanol), diisopropyldicarboxylate, N1=CC(=CC=C1)CO (pyridine-3-methanol), C1=CC(=CC(=C1)Cl)C(=O)OO (mCPBA), C(C)OCC=1N(C2=C(C=NC=3C=CC(=CC23)O)N1)CCC (2-Ethoxymethyl-1-propyl-1H-imidazo[4,5-c]quinolin-8-ol), C1(=CC=CC=C1)P(C1=CC=CC=C1)C1=CC=CC=C1 (triphenylphosphine). Solvent: C1CCOC1 (THF), O (Water), ClCCl (dichloromethane). Conditions: time 4 hour. Product: C(C)OCC=1N(C2=C(C=[N+](C=3C=CC(=CC23)OCC=2C=NC=CC2)[O-])N1)CCC (2-ethoxymethyl-5-oxido-1-propyl-8-(pyridin-3-ylmethoxy)-1H-imidazo[4,5-c]quinoline). As a reaction SMILES: [CH2:1]([O:3][CH2:4][C:5]1[N:6]([CH2:19][CH2:20][CH3:21])[C:7]2[C:16]3[CH:15]=[C:14]([OH:17])[CH:13]=[CH:12][C:11]=3[N:10]=[CH:9][C:8]=2[N:18]=1)[CH3:2].C1C=C(Cl)C=C(C(OO)=[O:30])C=1.C1(P(C2C=CC=CC=2)C2C=CC=CC=2)C=CC=CC=1.[N:52]1[CH:57]=[CH:56][CH:55]=[C:54]([CH2:58]O)[CH:53]=1.N(C(OC(C)C)=O)=NC(OC(C)C)=O>ClCCl.C1COCC1.O>[CH2:1]([O:3][CH2:4][C:5]1[N:6]([CH2:19][CH2:20][CH3:21])[C:7]2[C:16]3[CH:15]=[C:14]([O:17][CH2:58][C:54]4[CH:53]=[N:52][CH:57]=[CH:56][CH:55]=4)[CH:13]=[CH:12][C:11]=3[N+:10]([O-:30])=[CH:9][C:8]=2[N:18]=1)[CH3:2]. Reported procedure: 2-Ethoxymethyl-1-propyl-1H-imidazo[4,5-c]quinolin-8-ol (680 mg, 2.38 mmol) was dissolved in dichloromethane and mCPBA (60%, 750 mg, 2.62 mmol) was added. The reaction was monitored by TLC and when all of the starting material was determined to be consumed, 20 mL of 2% aqueous sodium carbonate was added. The organic layer was extracted with 2 additional portions of 2% sodium carbonate. The aqueous fractions were combined and concentrated hydrochloric acid was added dropwise until the pH reached 1...